This data is from the Open Reaction Database (ORD), a public repository of structured organic reaction records. The task is: describe an organic reaction: reactants, conditions, products, and yield Reactants: ClC(=O)OCC(C)C (isobutyl chloroformate), ice, [C-]#N.[Na+] (sodium cyanide). The solvent is N(=[N+]=[N-])CC(=O)OCC.CCCCCCCC[N+](C)(CCCCCCCC)CCCCCCCC.[Cl-].C(Cl)Cl (ethyl azidoacetate Aliquat 336 methylene chloride). Conditions: temperature -5 celsius. The product is C(#N)C(=O)OCC(C)C (isobutyl cyanoformate). As a reaction SMILES: Cl[C:2]([O:4][CH2:5][CH:6]([CH3:8])[CH3:7])=[O:3].[C-:9]#[N:10].[Na+]>N(CC(OCC)=O)=[N+]=[N-].CCCCCCCC[N+](CCCCCCCC)(CCCCCCCC)C.[Cl-].C(Cl)Cl>[C:9]([C:2]([O:4][CH2:5][CH:6]([CH3:8])[CH3:7])=[O:3])#[N:10] |f:1.2,3.4.5.6|. Procedure details: The solution prepared in part A containing ethyl azidoacetate/Aliquat 336/methylene chloride totaling approximately 120 ml. in volume was cooled to approximately -5° C. in a 500 ml. round bottom 3-neck flask. When the solution reached -5° C., 69 grams (0.50 moles) of 99% pure isobutyl chloroformate (Aldrich) was added to the reaction mixture. The mixture was again allowed to cool to -5° C. whereupon 150 grams of crushed ice was next added to the well stirred reaction mixture. While maintaining t... As a reaction SMILES: [C:1](=[O:2])([OH:3])[CH2:4][CH2:5][CH2:6][O:7][c:8]1[c:9]([Se:22][c:23]2[cH:24][cH:25][c:26]([C:27](=[O:28])[O:29][CH2:30][CH3:31])[cH:32][cH:33]2)[cH:10][c:11]2[c:16]([cH:17]1)[C:15]([CH3:18])([CH3:19])[CH2:14][CH2:13][C:12]2([CH3:20])[CH3:21].[CH2:36]1[O:37][CH2:38][CH2:39][CH2:40]1.[CH3:41][CH2:42][OH:43].[Na+:35].[OH-:34]>>[C:1](=[O:2])([OH:3])[CH2:4][CH2:5][CH2:6][O:7][c:8]1[c:9]([Se:22][c:23]2[cH:24][cH:25][c:26]([C:27](=[O:28])[OH:29])[cH:32][cH:33]2)[cH:10][c:11]2[c:16]([cH:17]1)[C:15]([CH3:18])([CH3:19])[CH2:14][CH2:13][C:12]2([CH3:20])[CH3:21]. Yields the product CC1(C)CCC(C)(C)c2cc([Se]c3ccc(C(=O)O)cc3)c(OCCCC(=O)O)cc21. The reactants are CCOC(=O)c1ccc([Se]c2cc3c(cc2OCCCC(=O)O)C(C)(C)CCC3(C)C)cc1, C1CCOC1, CCO, [Na+], [OH-]. The reactants are Clc1nc(N2CCOCC2)c2nc(CBr)ccc2n1, C1CC(C2COC2)CCN1. Yields the product Clc1nc(N2CCOCC2)c2nc(CN3CCC(C4COC4)CC3)ccc2n1. RXN SMILES: [Br:1][CH2:2][c:3]1[cH:4][cH:5][c:6]2[n:7][c:8]([Cl:19])[n:9][c:10]([N:13]3[CH2:14][CH2:15][O:16][CH2:17][CH2:18]3)[c:11]2[n:12]1.[O:20]1[CH2:21][CH:22]([CH:24]2[CH2:25][CH2:26][NH:27][CH2:28][CH2:29]2)[CH2:23]1>>[CH2:2]([c:3]1[cH:4][cH:5][c:6]2[n:7][c:8]([Cl:19])[n:9][c:10]([N:13]3[CH2:14][CH2:15][O:16][CH2:17][CH2:18]3)[c:11]2[n:12]1)[N:27]1[CH2:26][CH2:25][CH:24]([CH:22]2[CH2:21][O:20][CH2:23]2)[CH2:29][CH2:28]1. Starting materials: BrC1=CC=C2OC=3C(=CC(=CC3C\3(C2=C1)COCC\C(=N3)\N)OCC(C)(C)C)F ((E)-7′-bromo-4′-fluoro-2′-(neopentyloxy)-6,7-dihydro-2H-spiro[[1,4]oxazepine-3,9′-xanthen]-5-amine), FC1=NC=CC=C1B(O)O (2-fluoropyridin-3-ylboronic acid), P(=O)([O-])([O-])[O-].[K+].[K+].[K+] (potassium phosphate), CC(CC1=CC=CC=C1)N.OP(=O)(O)O (AmPhos). Yields the product FC1=CC(=CC=2C\3(C4=CC(=CC=C4OC12)C=1C(=NC=CC1)F)COCC\C(=N3)\N)OCC(C)(C)C ((E)-4′-fluoro-7′-(2-fluoropyridin-3-yl)-2′-(neopentyloxy)-6,7-dihydro-2H-spiro[[1,4]oxazepine-3,9′-xanthen]-5-amine). Reaction SMILES: Br[C:2]1[CH:15]=[C:14]2[C:5]([O:6][C:7]3[C:8]([F:29])=[CH:9][C:10]([O:23][CH2:24][C:25]([CH3:28])([CH3:27])[CH3:26])=[CH:11][C:12]=3[C:13]32[CH2:16][O:17][CH2:18][CH2:19][C:20]([NH2:22])=[N:21]3)=[CH:4][CH:3]=1.[F:30][C:31]1[C:36](B(O)O)=[CH:35][CH:34]=[CH:33][N:32]=1.P([O-])([O-])([O-])=O.[K+].[K+].[K+].CC(N)CC1C=CC=CC=1.OP(O)(O)=O>>[F:29][C:8]1[C:7]2[O:6][C:5]3[C:14](=[CH:15][C:2]([C:36]4[C:31]([F:30])=[N:32][CH:33]=[CH:34][CH:35]=4)=[CH:3][CH:4]=3)[C:13]3([CH2:16][O:17][CH2:18][CH2:19][C:20]([NH2:22])=[N:21]3)[C:12]=2[CH:11]=[C:10]([O:23][CH2:24][C:25]([CH3:28])([CH3:27])[CH3:26])[CH:9]=1 |f:2.3.4.5,6.7|. Procedure details: A vial was charged with (E)-7′-bromo-4′-fluoro-2′-(neopentyloxy)-6,7-dihydro-2H-spiro[[1,4]oxazepine-3,9′-xanthen]-5-amine (158 mg, 0.341 mmol), 2-fluoropyridin-3-ylboronic acid (96 mg, 0.682 mmol), potassium phosphate (217 mg, 1.023 mmol), and AmPhos (12.07 mg, 0.017 mmol) were added. The vial was flushed with Ar (g), then 1,4-dioxane (1279 μL) and water (426 μL) were added in sequence. The vial was heated to 90° for 45 min. The mixture was cooled to RT and extracted with EtOAc (3×). The combin... Starting materials: CC(C)(C)OC(=O)N1CC(COc2cc(NC(=O)c3cccnc3NCc3ccc(F)cc3)ccc2Cl)C1, ClCCl, O=C(O)C(F)(F)F. The product is O=C(Nc1ccc(Cl)c(OCC2CNC2)c1)c1cccnc1NCc1ccc(F)cc1. Reaction SMILES: [C:1]([O:2][C:3](=[O:4])[N:8]1[CH2:9][CH:10]([CH2:12][O:13][c:14]2[c:15]([Cl:38])[cH:16][cH:17][c:18]([NH:20][C:21](=[O:22])[c:23]3[c:24]([NH:29][CH2:30][c:31]4[cH:32][cH:33][c:34]([F:37])[cH:35][cH:36]4)[n:25][cH:26][cH:27][cH:28]3)[cH:19]2)[CH2:11]1)([CH3:5])([CH3:6])[CH3:7].[Cl:46][CH2:47][Cl:48].[F:39][C:40]([F:41])([F:42])[C:43]([OH:44])=[O:45]>>[NH:8]1[CH2:9][CH:10]([CH2:12][O:13][c:14]2[c:15]([Cl:38])[cH:16][cH:17][c:18]([NH:20][C:21](=[O:22])[c:23]3[c:24]([NH:29][CH2:30][c:31]4[cH:32][cH:33][c:34]([F:37])[cH:35][cH:36]4)[n:25][cH:26][cH:27][cH:28]3)[cH:19]2)[CH2:11]1. Reactants: CCOCC (ether), C1(=CC=CC=C1)[Si](OC=1C=C(C=CC1)C(CCC1=C(C(=O)OC)C=CC=C1)O)(C(C)(C)C)C1=CC=CC=C1 (Methyl 2-(3-(3-(diphenyl(2-methyl-2-propyl)siloxy)phenyl)-3-hydroxypropyl)benzoat), 4A, C=1C=C[NH+]=CC1.[O-][Cr](=O)(=O)Cl (PCC), [Cr](=O)(=O)([O-])Cl.[NH+]1=CC=CC=C1 (pyridinium chlorochromate). The solvent is C(Cl)Cl (CH2Cl2), C(Cl)Cl (CH2Cl2). Reaction conditions: temperature 20 celsius. Yields the product C1(=CC=CC=C1)[Si](OC=1C=C(C=CC1)C(CCC1=C(C(=O)OC)C=CC=C1)=O)(C(C)(C)C)C1=CC=CC=C1 (Methyl 2-(3-(3-(diphenyl(2-methyl-2-propyl)siloxy)phenyl)-3-oxopropyl)benzoate). As a reaction SMILES: [C:1]1([Si:7]([C:33]2[CH:38]=[CH:37][CH:36]=[CH:35][CH:34]=2)([C:29]([CH3:32])([CH3:31])[CH3:30])[O:8][C:9]2[CH:10]=[C:11]([CH:15]([OH:28])[CH2:16][CH2:17][C:18]3[CH:27]=[CH:26][CH:25]=[CH:24][C:19]=3[C:20]([O:22][CH3:23])=[O:21])[CH:12]=[CH:13][CH:14]=2)[CH:6]=[CH:5][CH:4]=[CH:3][CH:2]=1.C1C=C[NH+]=CC=1.[O-][Cr](Cl)(=O)=O.CCOCC>C(Cl)Cl>[C:33]1([Si:7]([C:1]2[CH:2]=[CH:3][CH:4]=[CH:5][CH:6]=2)([C:29]([CH3:30])([CH3:31])[CH3:32])[O:8][C:9]2[CH:10]=[C:11]([C:15](=[O:28])[CH2:16][CH2:17][C:18]3[CH:27]=[CH:26][CH:25]=[CH:24][C:19]=3[C:20]([O:22][CH3:23])=[O:21])[CH:12]=[CH:13][CH:14]=2)[CH:34]=[CH:35][CH:36]=[CH:37][CH:38]=1 |f:1.2|. Procedure: The alcohol of Step 1 (93 g, 0.179 mol), dissolved in CH2Cl2 (300 mL) was added to a mixture of 4A molecular sieve (94 g, milled) and PCC, (pyridinium chlorochromate, 69 g, 0.321 mol) in CH2Cl2 (1 L) at 10° C. The mixture was then allowed to warm to 20° C. for 2 h and ether (1 L) was introduced. The mixture was filtered through silica and was washed with ether (2 L) and EtOAc:hexane 1:1 (1 L). Evaporation of the filtrate and flash chromatography (10% EtOAc:hexane) of the crude mixture on silica ... The reactants are C1COCCOCCOCCOCCO1, CC(C)(C)[O-], Cc1ccccc1, Fc1cccc(Cl)c1CCl, Cl, [Na+], O. Product: CC(C)(C)OCc1c(F)cccc1Cl. As a reaction SMILES: [CH2:17]1[O:18][CH2:19][CH2:20][O:21][CH2:22][CH2:23][O:24][CH2:25][CH2:26][O:27][CH2:28][CH2:29][O:30][CH2:31]1.[CH3:11][C:12]([CH3:13])([O-:14])[CH3:15].[CH3:34][c:35]1[cH:36][cH:37][cH:38][cH:39][cH:40]1.[Cl:1][c:2]1[c:3]([CH2:4][Cl:5])[c:6]([F:10])[cH:7][cH:8][cH:9]1.[ClH:32].[Na+:16].[OH2:33]>>[Cl:1][c:2]1[c:3]([CH2:4][O:14][C:12]([CH3:11])([CH3:13])[CH3:15])[c:6]([F:10])[cH:7][cH:8][cH:9]1.